This data is from the Open Reaction Database (ORD), a public repository of structured organic reaction records. The task is: describe an organic reaction: reactants, conditions, products, and yield Reactants: C(C)OC(=O)C=1N(N=C(C1C#N)C(C)(C)C)C (5-tert-butyl-4-cyano-2-methyl-2H-pyrazole-3-carboxylic acid ethyl ester), [OH-].[Na+] (NaOH). Run in CO (MeOH). Product: C(C)(C)(C)C=1C(=C(N(N1)C)C(=O)O)C#N (5-tert-Butyl-4-cyano-2-methyl-2H-pyrazole-3-carboxylic acid). RXN SMILES: C([O:3][C:4]([C:6]1[N:7]([CH3:17])[N:8]=[C:9]([C:13]([CH3:16])([CH3:15])[CH3:14])[C:10]=1[C:11]#[N:12])=[O:5])C.[OH-].[Na+]>CO>[C:13]([C:9]1[C:10]([C:11]#[N:12])=[C:6]([C:4]([OH:5])=[O:3])[N:7]([CH3:17])[N:8]=1)([CH3:16])([CH3:14])[CH3:15] |f:1.2|. Procedure details: Using the procedure for Example A, Step B above, the title compound was prepared from 5-tert-butyl-4-cyano-2-methyl-2H-pyrazole-3-carboxylic acid ethyl ester (prepared as described in the previous step, 610 mg, 2.59 mmol) and 1.0 N aqueous NaOH (4.00 mL, 4.00 mmol) in MeOH (10 mL). The title compound was obtained as a white solid. 1H-NMR (400 MHz, CDCl3) δ: 4.17 (s, 3H), 1.45 (s, 9H). Reactants: O=S(=O)(Cl)c1cc(F)c(Br)cc1F, CCOC(=O)Cc1csc(N)n1. The product is CCOC(=O)Cc1csc(NS(=O)(=O)c2cc(F)c(Br)cc2F)n1. Reaction SMILES: [Br:13][c:14]1[cH:15][c:16]([F:25])[c:17]([S:21](=[O:22])(=[O:23])[Cl:24])[cH:18][c:19]1[F:20].[NH2:1][c:2]1[s:3][cH:4][c:5]([CH2:7][C:8](=[O:9])[O:10][CH2:11][CH3:12])[n:6]1>>[NH:1]([c:2]1[s:3][cH:4][c:5]([CH2:7][C:8](=[O:9])[O:10][CH2:11][CH3:12])[n:6]1)[S:21]([c:17]1[c:16]([F:25])[cH:15][c:14]([Br:13])[c:19]([F:20])[cH:18]1)(=[O:22])=[O:23]. Starting materials: O (water), BrCC1=C(C=CC=C1)Cl (1-(bromomethyl)-2-chlorobenzene), C([O-])([O-])=O.[K+].[K+] (potassium carbonate), BrC1=CC(=CC=2NC(=NC21)C)N2CCOCC2 (4-(4-bromo-2-methyl-1H-benzo[d]imidazol-6-yl)morpholine). The solvent is CN(C=O)C (N,N-Dimethylformamide). Reaction conditions: temperature 90 celsius, time 4 hour. Product: BrC1=CC(=CC=2N(C(=NC21)C)CC2=C(C=CC=C2)Cl)N2CCOCC2 (4-(4-bromo-1-(2-chlorobenzyl)-2-methyl-1H-benzo[d]imidazol-6-yl)morpholine). The yield is 84.5%. Reaction SMILES: [Br:1][C:2]1[C:10]2[N:9]=[C:8]([CH3:11])[NH:7][C:6]=2[CH:5]=[C:4]([N:12]2[CH2:17][CH2:16][O:15][CH2:14][CH2:13]2)[CH:3]=1.Br[CH2:19][C:20]1[CH:25]=[CH:24][CH:23]=[CH:22][C:21]=1[Cl:26].C(=O)([O-])[O-].[K+].[K+].O>CN(C)C=O>[Br:1][C:2]1[C:10]2[N:9]=[C:8]([CH3:11])[N:7]([CH2:19][C:20]3[CH:25]=[CH:24][CH:23]=[CH:22][C:21]=3[Cl:26])[C:6]=2[CH:5]=[C:4]([N:12]2[CH2:17][CH2:16][O:15][CH2:14][CH2:13]2)[CH:3]=1 |f:2.3.4|. Procedure details: To the mixture of 4-(4-bromo-2-methyl-1H-benzo[d]imidazol-6-yl)morpholine (0.8 g, 2.70 mmol) in N,N-Dimethylformamide (DMF) (10 mL) was added 1-(bromomethyl)-2-chlorobenzene (0.666 g, 3.24 mmol) and potassium carbonate (1.120 g, 8.10 mmol). The resulting reaction mixture was stirred at 90° C. for 4 h. It was cooled to room temperature and poured into water (100 mL). The aqueous mixture was extracted with DCM (100 mL×2). The combined organic phases were washed with Brine (100 mL) and concentrated... Yields the product CCN(CC=Cc1ccc(-c2nnc(CSCCOc3ccccc3)o2)cc1)C(C)C. Starting materials: CCNC(C)C, ClCCCl, O=CC=Cc1ccc(-c2nnc(CSCCOc3ccccc3)o2)cc1. As a reaction SMILES: [CH2:27]([CH3:28])[NH:29][CH:30]([CH3:31])[CH3:32].[Cl:33][CH2:34][CH2:35][Cl:36].[O:1]([c:2]1[cH:3][cH:4][cH:5][cH:6][cH:7]1)[CH2:8][CH2:9][S:10][CH2:11][c:12]1[n:13][n:14][c:15](-[c:17]2[cH:18][cH:19][c:20]([CH:23]=[CH:24][CH:25]=[O:26])[cH:21][cH:22]2)[o:16]1>>[O:1]([c:2]1[cH:3][cH:4][cH:5][cH:6][cH:7]1)[CH2:8][CH2:9][S:10][CH2:11][c:12]1[n:13][n:14][c:15](-[c:17]2[cH:18][cH:19][c:20]([CH:23]=[CH:24][CH2:25][N:29]([CH2:27][CH3:28])[CH:30]([CH3:31])[CH3:32])[cH:21][cH:22]2)[o:16]1. Reactants: Cc1ccccc1, C[Zn]C, [Cl-], [Cl-], [Cl-], [Cl-], ClCCl, CC(C)(Cl)c1ccc(C(F)(F)F)cc1, [Ti+4]. Yields the product CC(C)(C)c1ccc(C(F)(F)F)cc1. As a reaction SMILES: [CH3:1][c:2]1[cH:3][cH:4][cH:5][cH:6][cH:7]1.[CH3:8][Zn:9][CH3:10].[Cl-:28].[Cl-:29].[Cl-:30].[Cl-:31].[Cl:25][CH2:26][Cl:27].[F:11][C:12]([c:13]1[cH:14][cH:15][c:16]([C:17]([CH3:18])([CH3:19])[Cl:20])[cH:21][cH:22]1)([F:23])[F:24].[Ti+4:32]>>[CH3:1][C:17]([c:16]1[cH:15][cH:14][c:13]([C:12]([F:11])([F:23])[F:24])[cH:22][cH:21]1)([CH3:18])[CH3:19]. The reactants are N(CC(=O)N[C@@H](CC1=CC=CC=C1)C(=O)NNC(=O)C)C(=O)OCC1=CC=CC=C1 (Z-Gly-Phe-NHNH-COCH3). Reagents/catalysts: [Pd] (Pd). Solvent: CO (MeOH). Yields the product NCC(=O)N[C@@H](CC1=CC=CC=C1)C(=O)NNC(=O)C (H-Gly-Phe-NHNH-COCH3). Isolated yield 26.4%. As a reaction SMILES: [NH:1](C(OCC1C=CC=CC=1)=O)[CH2:2][C:3]([NH:5][C@H:6]([C:14]([NH:16][NH:17][C:18]([CH3:20])=[O:19])=[O:15])[CH2:7][C:8]1[CH:13]=[CH:12][CH:11]=[CH:10][CH:9]=1)=[O:4]>[Pd].CO>[NH2:1][CH2:2][C:3]([NH:5][C@H:6]([C:14]([NH:16][NH:17][C:18]([CH3:20])=[O:19])=[O:15])[CH2:7][C:8]1[CH:13]=[CH:12][CH:11]=[CH:10][CH:9]=1)=[O:4]. Procedure details: Z-Gly-Phe-NHNH-COCH3 (5 g) is hydrogenated over a Pd-black as a catalyst in MeOH (100 ml). The catalyst is filtered and the filtrate is evaporated to give 3.5 g of H-Gly-Phe-NHNH-COCH3 as crystals, H-Gly-Phe-NHNH-COCH3 (0.89 g) and Z-(D)-Nva-ONB, which is prepared from Z-(D)-Nva-OH (0.80 g) and HONB (0.63 g) by the DCC method, are dissolved in DMF (10 ml). The mixture is stirred for 10 hr. at room temperature and evaporated. The residue is treated with diethylether to give a powder which is crys...